From a dataset of the Open Reaction Database (ORD), a public repository of structured organic reaction records. describe an organic reaction: reactants, conditions, products, and yield Reaction SMILES: [CH3:1][NH:2][CH:3]1[CH2:4][CH2:5][CH2:6][CH2:7][CH2:8]1.[CH3:41][S:42]([CH3:43])=[O:44].[F:9][C:10]([F:11])([F:12])[S:13]([O:14][c:15]1[c:16]2[c:17]([n:18][c:19]([NH:21][c:22]3[cH:23][cH:24][c:25](-[n:28]4[c:29]([CH3:33])[n:30][cH:31][cH:32]4)[cH:26][cH:27]3)[n:20]1)[CH2:34][CH2:35][N:36]([CH3:38])[CH2:37]2)(=[O:39])=[O:40]>>[CH3:1][N:2]([CH:3]1[CH2:4][CH2:5][CH2:6][CH2:7][CH2:8]1)[c:15]1[c:16]2[c:17]([n:18][c:19]([NH:21][c:22]3[cH:23][cH:24][c:25](-[n:28]4[c:29]([CH3:33])[n:30][cH:31][cH:32]4)[cH:26][cH:27]3)[n:20]1)[CH2:34][CH2:35][N:36]([CH3:38])[CH2:37]2. Starting materials: CNC1CCCCC1, CS(C)=O, Cc1nccn1-c1ccc(Nc2nc3c(c(OS(=O)(=O)C(F)(F)F)n2)CN(C)CC3)cc1. Product: Cc1nccn1-c1ccc(Nc2nc3c(c(N(C)C4CCCCC4)n2)CN(C)CC3)cc1. Starting materials: COC(=O)C=1SC(=CC1N(C(=O)[C@@H]1CC[C@H](CC1)C)[C@@H]1CC[C@H](CC1)O)Br (5-bromo-3-[(trans-4-hydroxy-cyclohexyl)-(trans-4-methyl-cyclohexanecarbonyl)-amino]-thiophene-2-carboxylic acid methyl ester), CC(C#C)(C)C (3,3-Dimethyl-but-1-yne). The reagents and catalysts are C=1C=CC(=CC1)/C=C/C(=O)/C=C/C2=CC=CC=C2.C=1C=CC(=CC1)/C=C/C(=O)/C=C/C2=CC=CC=C2.C=1C=CC(=CC1)/C=C/C(=O)/C=C/C2=CC=CC=C2.[Pd].[Pd] (tris(dibenzylideneacetone)dipalladium). Solvent: CN(C)C=O (DMF), C(C)N(CC)CC (triethylamine). Run at time 16 hour. Product: COC(=O)C=1SC(=CC1N(C(=O)[C@@H]1CC[C@H](CC1)C)[C@@H]1CC[C@H](CC1)O)C#CC(C)(C)C (5-(3,3-dimethyl-but-1-ynyl)-3-[(trans-4-hydroxy-cyclohexyl)-(trans-4-methyl-cyclohexanecarbonyl)-amino]-thiophene-2-carboxylic acid methyl ester). Reaction SMILES: [CH3:1][O:2][C:3]([C:5]1[S:6][C:7](Br)=[CH:8][C:9]=1[N:10]([C@H:20]1[CH2:25][CH2:24][C@H:23]([OH:26])[CH2:22][CH2:21]1)[C:11]([C@H:13]1[CH2:18][CH2:17][C@H:16]([CH3:19])[CH2:15][CH2:14]1)=[O:12])=[O:4].[CH3:28][C:29]([CH3:33])([CH3:32])[C:30]#[CH:31]>CN(C=O)C.C(N(CC)CC)C.C1C=CC(/C=C/C(/C=C/C2C=CC=CC=2)=O)=CC=1.C1C=CC(/C=C/C(/C=C/C2C=CC=CC=2)=O)=CC=1.C1C=CC(/C=C/C(/C=C/C2C=CC=CC=2)=O)=CC=1.[Pd].[Pd]>[CH3:1][O:2][C:3]([C:5]1[S:6][C:7]([C:31]#[C:30][C:29]([CH3:33])([CH3:32])[CH3:28])=[CH:8][C:9]=1[N:10]([C@H:20]1[CH2:25][CH2:24][C@H:23]([OH:26])[CH2:22][CH2:21]1)[C:11]([C@H:13]1[CH2:18][CH2:17][C@H:16]([CH3:19])[CH2:15][CH2:14]1)=[O:12])=[O:4] |f:4.5.6.7.8|. Procedure: To a solution of compounds 5-bromo-3-[(trans-4-hydroxy-cyclohexyl)-(trans-4-methyl-cyclohexanecarbonyl)-amino]-thiophene-2-carboxylic acid methyl ester (500 mg, 1.09 mmol) and 3,3-Dimethyl-but-1-yne (385 mg, 4.69 mmol) in DMF (0.5 mL), triethylamine (1.06 mL) and tris(dibenzylideneacetone)dipalladium (0) (70 mg, 0.08 mmol) are added and the reaction mixture is stirred under reflux conditions for 16 h under a N2 atmosphere. DMF and triethylamine are removed under reduced pressure and the residue ... The reactants are ClCCl, CN1CCOCC1, Cc1ccc(C(=O)O)cc1C#Cc1cncn1C, CN(C)c1ccncc1, O=C(Cl)C(=O)Cl, CN1CCN(Cc2ccc(N)cc2Cl)CC1, Nc1ccccc1. Yields the product Cc1ccc(C(=O)Nc2ccc(CN3CCN(C)CC3)c(Cl)c2)cc1C#Cc1cncn1C. RXN SMILES: [CH2:55]([Cl:56])[Cl:57].[CH3:19][N:20]1[CH2:21][CH2:22][O:23][CH2:24][CH2:25]1.[CH3:1][c:2]1[c:3]([C:11]#[C:12][c:13]2[cH:14][n:15][cH:16][n:17]2[CH3:18])[cH:4][c:5]([C:6](=[O:7])[OH:8])[cH:9][cH:10]1.[CH3:58][N:59]([c:60]1[cH:61][cH:62][n:63][cH:64][cH:65]1)[CH3:66].[Cl:26][C:27]([C:28]([Cl:29])=[O:30])=[O:31].[Cl:32][c:33]1[cH:34][c:35]([NH2:36])[cH:37][cH:38][c:39]1[CH2:40][N:41]1[CH2:42][CH2:43][N:44]([CH3:47])[CH2:45][CH2:46]1.[NH2:48][c:49]1[cH:50][cH:51][cH:52][cH:53][cH:54]1>>[CH3:1][c:2]1[c:3]([C:11]#[C:12][c:13]2[cH:14][n:15][cH:16][n:17]2[CH3:18])[cH:4][c:5]([C:6](=[O:8])[NH:36][c:35]2[cH:34][c:33]([Cl:32])[c:39]([CH2:40][N:41]3[CH2:42][CH2:43][N:44]([CH3:47])[CH2:45][CH2:46]3)[cH:38][cH:37]2)[cH:9][cH:10]1.